Task: describe an organic reaction: reactants, conditions, products, and yield. Dataset: the Open Reaction Database (ORD), a public repository of structured organic reaction records Reactants: C(C)[Si](N(CC=C)CC1=CC=CC=C1)(CC)CC (N-triethylsilyl-N-benzyl-N-allylamine), C[SiH](OCC)OCC (methyldiethoxysilane). Reagents/catalysts: [Pt].C(=C)[Si](O[Si](C)(C)C=C)(C)C (platinum 1,3-divinyl-1,1,3,3-tetramethyldisiloxane). Solvent: C1(=CC=CC=C1)C (toluene). Conditions: temperature 50 celsius, time 1 hour. The product is C(C)[Si](N(CCC[Si](OCC)(OCC)C)CC1=CC=CC=C1)(CC)CC (N-triethylsilyl-N-benzyl-3-aminopropylmethyldiethoxysilane). As a reaction SMILES: [CH2:1]([Si:3]([CH2:17][CH3:18])([CH2:15][CH3:16])[N:4]([CH2:8][C:9]1[CH:14]=[CH:13][CH:12]=[CH:11][CH:10]=1)[CH2:5][CH:6]=[CH2:7])[CH3:2].[CH3:19][SiH:20]([O:24][CH2:25][CH3:26])[O:21][CH2:22][CH3:23]>[Pt].C([Si](C)(C)O[Si](C=C)(C)C)=C.C1(C)C=CC=CC=1>[CH2:17]([Si:3]([CH2:15][CH3:16])([CH2:1][CH3:2])[N:4]([CH2:8][C:9]1[CH:14]=[CH:13][CH:12]=[CH:11][CH:10]=1)[CH2:5][CH2:6][CH2:7][Si:20]([CH3:19])([O:24][CH2:25][CH3:26])[O:21][CH2:22][CH3:23])[CH3:18] |f:2.3|. Reported procedure: A flask equipped with a stirrer, reflux condenser, dropping funnel and thermometer was charged with 26.2 g (0.1 mol) of N-triethylsilyl-N-benzyl-N-allylamine and 0.07 g of a toluene solution of platinum/1,3-divinyl-1,1,3,3-tetramethyldisiloxane complex (Pt concentration 3 wt %) and heated at 50° C. Once the internal temperature became steady, 13.4 g (0.1 mol) of methyldiethoxysilane was added dropwise over 1 hour. Stirring was continued at the temperature for a further 1 hour. The reaction solut... Starting materials: CC1=C(C(CC1O)=O)CC=C ((RS)-3-methyl-2-(2-propenyl)-4-hydroxy-cyclopent-2-ene-1-one), P(=O)(O)(O)[O-].[Na+] (sodium dihydrogenphosphate), CC(C)([O-])C.[K+] (potassium t-butoxide), C(C)(C)(C)O (t-butanol). The reagents and catalysts are [Br-].C[P+](C1=CC=CC=C1)(C1=CC=CC=C1)C1=CC=CC=C1 (methyltriphenylphosphonium bromide). Solvent: CCOCC (ether), CCOCC (Ether). Conditions: time 6 hour. Product: CC=1C(CC(C1CC=C)=C)O ((RS)-2-methyl-4-methylidene3-(2-propenyl)cyclopent-2-ene-1-ol). The yield is 40.0%. As a reaction SMILES: [C:1](O)(C)(C)C.CC(C)([O-])C.[K+].[CH3:12][C:13]1[CH:17]([OH:18])[CH2:16][C:15](=O)[C:14]=1[CH2:20][CH:21]=[CH2:22].P([O-])(O)(O)=O.[Na+]>[Br-].C[P+](C1C=CC=CC=1)(C1C=CC=CC=1)C1C=CC=CC=1.CCOCC>[CH3:12][C:13]1[CH:17]([OH:18])[CH2:16][C:15](=[CH2:1])[C:14]=1[CH2:20][CH:21]=[CH2:22] |f:1.2,4.5,6.7|. Reported procedure: Ether (125 ml), t-butanol (13.2 ml) and methyltriphenylphosphonium bromide (50 g) were mixed with stirring at room temperature, then potassium t-butoxide (25.7 g) was added portionwise to the mixture and then the resulting solution was stirred for 5 hours at the same temperature. To the solution was added a solution of (RS)-3-methyl-2-(2-propenyl)-4-hydroxy-cyclopent-2-ene-1-one (26.0 g) in ether (25 ml) under ice-water cooling and the resulting reaction mixture was stirred at the same temperatu... The reactants are OC1(C=2C=CC(=CC2CCC1)C#N)C=1SC(=CN1)C1=NC(=CC(=C1)C)NC1=NC=CC(=C1)C(F)(F)F (5-hydroxy-5-(5-(4-methyl-6-((4-(trifluoromethyl)pyridin-2-yl)amino)pyridin-2-yl)thiazol-2-yl)-5,6,7,8-tetrahydronaphthalene-2-carbonitrile), [N-]=[N+]=[N-].[Na+] (sodium azide). The reagents and catalysts are [Br-].[Zn+2].[Br-] (zinc bromide). The solvent is CN(C)C=O (DMF). Reaction conditions: temperature 125 celsius. The product is CC1=CC(=NC(=C1)NC1=NC=CC(=C1)C(F)(F)F)C1=CN=C(S1)C1(CCCC2=CC(=CC=C12)C=1N=NNN1)O (1-(5-(4-methyl-6-((4-(trifluoromethyl)pyridin-2-yl)amino)pyridin-2-yl)thiazol-2-yl)-6-(2H-tetrazol-5-yl)-1,2,3,4-tetrahydronaphthalen-1-ol). The yield is 12.9%. Reaction SMILES: [OH:1][C:2]1([C:14]2[S:15][C:16]([C:19]3[CH:24]=[C:23]([CH3:25])[CH:22]=[C:21]([NH:26][C:27]4[CH:32]=[C:31]([C:33]([F:36])([F:35])[F:34])[CH:30]=[CH:29][N:28]=4)[N:20]=3)=[CH:17][N:18]=2)[CH2:11][CH2:10][CH2:9][C:8]2[CH:7]=[C:6]([C:12]#[N:13])[CH:5]=[CH:4][C:3]1=2.[N-:37]=[N+:38]=[N-:39].[Na+]>[Br-].[Zn+2].[Br-].CN(C=O)C>[CH3:25][C:23]1[CH:22]=[C:21]([NH:26][C:27]2[CH:32]=[C:31]([C:33]([F:35])([F:34])[F:36])[CH:30]=[CH:29][N:28]=2)[N:20]=[C:19]([C:16]2[S:15][C:14]([C:2]3([OH:1])[C:3]4[C:8](=[CH:7][C:6]([C:12]5[N:37]=[N:38][NH:39][N:13]=5)=[CH:5][CH:4]=4)[CH2:9][CH2:10][CH2:11]3)=[N:18][CH:17]=2)[CH:24]=1 |f:1.2,3.4.5|. Procedure: To a microwave vial was added 5-hydroxy-5-(5-(4-methyl-6-((4-(trifluoromethyl)pyridin-2-yl)amino)pyridin-2-yl)thiazol-2-yl)-5,6,7,8-tetrahydronaphthalene-2-carbonitrile (250 mg, 0.493 mmol), sodium azide (32.0 mg, 0.493 mmol), zinc bromide (111 mg, 0.493 mmol) and DMF (2463 μl). The tube was sealed and heated to 125° C. for 16 h. The reaction was cooled to rt and filtered, then purified by reverse phase HPLC using a C18 column with a solvent system containing MeCN and H2O modified with 0.1% TFA.... Starting materials: N1=CN=C(C=C1)C1=NNC(=N1)C1=NC=NC=C1 (3,5-bis(4-pyrimidinyl)-1,2,4-triazole), [H-] (hydride), CI (methyl iodide). Solvent: O1CCCC1 (tetrahydrofuran). Yields the product CN1N=C(N=C1C1=NC=NC=C1)C1=NC=NC=C1 (1-methyl-3,5-bis(4-pyrimidinyl)-1,2,4-triazole). RXN SMILES: [N:1]1[CH:6]=[CH:5][C:4]([C:7]2[N:11]=[C:10]([C:12]3[CH:17]=[CH:16][N:15]=[CH:14][N:13]=3)[NH:9][N:8]=2)=[N:3][CH:2]=1.[H-].[CH3:19]I>O1CCCC1>[CH3:19][N:8]1[C:7]([C:4]2[CH:5]=[CH:6][N:1]=[CH:2][N:3]=2)=[N:11][C:10]([C:12]2[CH:17]=[CH:16][N:15]=[CH:14][N:13]=2)=[N:9]1. Procedure details: To 3,5-bis(4-pyrimidinyl)-1,2,4-triazole (2.3 g.) in dry tetrahydrofuran (125 ml.) is added 57% sodimm hydride in mineral oil (0.46 g.). After refluxing 0.5 hour, methyl iodide (1.4 g.) is added and the mixture is heated at reflux an additional three hours. The reaction mixture is cooled, filtered and concentrated to a solid which after recrystallization yields substantially pure 1-methyl-3,5-bis(4-pyrimidinyl)-1,2,4-triazole.